From a dataset of the Open Reaction Database (ORD), a public repository of structured organic reaction records. describe an organic reaction: reactants, conditions, products, and yield Reactants: C(CCC)OC1=C(C(=C(C=C1)O)F)F (4-butoxy-2,3-difluorophenol), P(=O)([O-])([O-])[O-].[K+].[K+].[K+] (tripotassium phosphate), ClCC1CCC(CC1)C1=C(C(=C(C=C1)OCC)F)F (4-chloromethyl-(4-ethoxy-2,3-difluorophenyl)-cyclohexane). The solvent is CN(C)C=O (DMF). Run at temperature 30 celsius, time 7 hour. The product is FC1=C(C=CC(=C1F)OCC)[C@@H]1CC[C@H](CC1)COC1=C(C(=C(C=C1)OCCCC)F)F (2,3-difluoro-4-ethoxy-[trans-4-(2,3-difluoro-4-butoxyphenoxymethyl)cyclohexyl]benzene). Yield: 85.1%. Reaction SMILES: [CH2:1]([O:5][C:6]1[CH:11]=[CH:10][C:9]([OH:12])=[C:8]([F:13])[C:7]=1[F:14])[CH2:2][CH2:3][CH3:4].P([O-])([O-])([O-])=O.[K+].[K+].[K+].Cl[CH2:24][CH:25]1[CH2:30][CH2:29][CH:28]([C:31]2[CH:36]=[CH:35][C:34]([O:37][CH2:38][CH3:39])=[C:33]([F:40])[C:32]=2[F:41])[CH2:27][CH2:26]1>CN(C=O)C>[F:41][C:32]1[C:33]([F:40])=[C:34]([O:37][CH2:38][CH3:39])[CH:35]=[CH:36][C:31]=1[C@H:28]1[CH2:29][CH2:30][C@H:25]([CH2:24][O:12][C:9]2[CH:10]=[CH:11][C:6]([O:5][CH2:1][CH2:2][CH2:3][CH3:4])=[C:7]([F:14])[C:8]=2[F:13])[CH2:26][CH2:27]1 |f:1.2.3.4|. Procedure: 4-Butoxy-2,3-difluorophenol (24) (4.6 g) and tripotassium phosphate (K3PO4) (14.0 g) were added to DMF (100 ml) under a nitrogen atmosphere, and the stirring was continued at 70° C. The compound (20) (3.0 g) was added thereto, and the stirring was continued at 70° C. for 7 hours. After the reaction mixture obtained had been cooled to 30° C. and separated from solid materials by filtration, toluene (100 ml) and water (100 ml) were added thereto, and mixed. The mixture was then allowed to separate... Starting materials: FC1=C(C=CC=C1F)CC(=O)Cl (2,3-difluorophenylacetyl chloride), [Cl-].[Al+3].[Cl-].[Cl-] (aluminium(III) chloride), ice water, Cl (hydrochloric acid), C[Si](C)(C)C#C (trimethylsilylacetylene). Solvent: ClCCl (dichloromethane), ClCCl (dichloromethane). Reaction conditions: time 30 minute. Yields the product FC1=CC=C2C=C(C(=CC2=C1F)O)[Si](C)(C)C (7,8-difluoro-3-trimethylsilanylnaphthalen-2-ol). As a reaction SMILES: [F:1][C:2]1[C:7]([F:8])=[CH:6][CH:5]=[CH:4][C:3]=1[CH2:9][C:10](Cl)=[O:11].[Cl-].[Al+3].[Cl-].[Cl-].[CH3:17][Si:18]([C:21]#[CH:22])([CH3:20])[CH3:19].Cl>ClCCl>[F:8][C:7]1[C:2]([F:1])=[C:3]2[C:4]([CH:22]=[C:21]([Si:18]([CH3:20])([CH3:19])[CH3:17])[C:10]([OH:11])=[CH:9]2)=[CH:5][CH:6]=1 |f:1.2.3.4|. Procedure details: A solution of 50.0 g (0.26 mol) of 2,3-difluorophenylacetyl chloride in 100 ml of dichloromethane is slowly added to a suspension of 71.5 g (0.53 mol) of aluminium(III) chloride in 300 ml of dichloromethane at −20° C. After 30 min at this temperature, trimethylsilylacetylene is metered in, and the mixture is stirred for 30 min. The batch is added to ice-water and acidified using hydrochloric acid. The organic phase is separated off, and the aqueous phase is extracted with ethyl acetate. The comb... The reactants are CO, NN, O, O=Cc1ccc(-c2ccccn2)cc1. Product: NN=Cc1ccc(-c2ccccn2)cc1. RXN SMILES: [CH3:18][OH:19].[NH2:2][NH2:3].[OH2:1].[n:4]1[c:5](-[c:10]2[cH:11][cH:12][c:13]([CH:14]=[O:15])[cH:16][cH:17]2)[cH:6][cH:7][cH:8][cH:9]1>>[N:2]([NH2:3])=[CH:14][c:13]1[cH:12][cH:11][c:10](-[c:5]2[n:4][cH:9][cH:8][cH:7][cH:6]2)[cH:17][cH:16]1. As a reaction SMILES: [Cl:1][C:2]1[CH:7]=[CH:6][N:5]2[CH:8]=[CH:9][N:10]=[C:4]2[CH:3]=1.[I:11]NC(=O)CCC(N)=O>C(#N)C>[I:11][C:8]1[N:5]2[CH:6]=[CH:7][C:2]([Cl:1])=[CH:3][C:4]2=[N:10][CH:9]=1. Reactants: ClC1=CC=2N(C=C1)C=CN2 (7-chloro-imidazo[1,2,a]pyridine), INC(CCC(=O)N)=O (N-iodosuccinamide). Procedure: To a solution of 7-chloro-imidazo[1,2,a]pyridine (6.10 g, 40 mmol) (Yamanaka, Motosuke et al., Chemical & Pharmaceutical Bulletin (1991), 39(6), 1556-67) in dry acetonitrile (100 mL), add N-iodosuccinamide. Stir for 30 minutes. Filter off the precipitate and then wash with acetonitrile. Recrystallize the precipitate from acetonitrile to give a white solid. Concentrate the filtrate, dilute with ethyl acetate, wash with 10% sodium hydrogensulfite (NaHSO3), saturated aqueous sodium bicarbonate, sat... Yields the product IC1=CN=C2N1C=CC(=C2)Cl (3-Iodo-7-chloro-imidazo[1,2,a]pyridine). Reaction conditions: time 30 minute. Solvent: C(C)#N (acetonitrile). Starting materials: COC(=O)c1cc(Br)cc2c1c(C)cn2C(C)C, O=Cc1cc(B(O)O)ccc1F, [K+], [K+], [K+], C1COCCO1, O, O=P([O-])([O-])[O-]. Yields the product COC(=O)c1cc(-c2ccc(F)c(C=O)c2)cc2c1c(C)cn2C(C)C. RXN SMILES: [Br:1][c:2]1[cH:3][c:4]([C:15](=[O:16])[O:17][CH3:18])[c:5]2[c:6]([CH3:14])[cH:7][n:8]([CH:11]([CH3:12])[CH3:13])[c:9]2[cH:10]1.[F:19][c:20]1[c:21]([CH:29]=[O:30])[cH:22][c:23]([B:26]([OH:27])[OH:28])[cH:24][cH:25]1.[K+:36].[K+:37].[K+:38].[O:39]1[CH2:40][CH2:41][O:42][CH2:43][CH2:44]1.[OH2:45].[P:31]([O-:32])([O-:33])([O-:34])=[O:35]>>[c:2]1(-[c:23]2[cH:22][c:21]([CH:29]=[O:30])[c:20]([F:19])[cH:25][cH:24]2)[cH:3][c:4]([C:15](=[O:16])[O:17][CH3:18])[c:5]2[c:6]([CH3:14])[cH:7][n:8]([CH:11]([CH3:12])[CH3:13])[c:9]2[cH:10]1. The reactants are common salt, [Cl-].[Ca+2].[Cl-] (calcium chloride), [Cl-].[Na+].O (brine), C(C(O)C)(=O)O (lactic acid). Yields the product C(CC(O)(C(=O)O)CC(=O)O)(=O)O (citric acid). Reaction SMILES: [Cl-].[Ca+2].[Cl-].[C:4]([OH:9])(=[O:8])[CH:5]([CH3:7])[OH:6].[Cl-].[Na+].[OH2:12]>>[C:4]([OH:9])(=[O:8])[CH2:7][C:5]([CH2:7][C:5]([OH:6])=[O:12])([C:4]([OH:9])=[O:8])[OH:6] |f:0.1.2,4.5.6|. Procedure: The colouring agent and the flavouring agent were the same as in Example I. The mixture was treated in the same manner but the brine solution was now containing only 80 g of common salt besides 8 g of calcium chloride and having a pH-value which was adjusted at 5.0 by means of lactic acid. Starting materials: [Cr](=O)(=O)([O-])O[Cr](=O)(=O)[O-].[K+].[K+] (potassium dichromate), acylamido, [Cr](=O)(=O)([O-])O[Cr](=O)(=O)[O-].[K+].[K+] (potassium dichromate), ClCC(=O)NC1=C2C=CC(=NC2=C(C(=C1)NC(CCl)=O)O)C (5,7-bis (chloroacetamido)-8-hydroxy-2-methylquinoline), O (water). Run in C(C)(=O)O (acetic acid), C(C)(=O)O (acetic acid). Conditions: time 8 hour. The product is ClCC(=O)NC1=CC(C=2C=CC(=NC2C1=O)C)=O (7-CHLOROACETAMIDO-2-METHYLQUINOLINE-5,8-DIONE). Yield: 59.0%. RXN SMILES: [Cr](O[Cr]([O-])(=O)=O)([O-])(=O)=O.[K+].[K+].ClCC(N[C:17]1[CH:26]=[C:25]([NH:27][C:28](=[O:31])[CH2:29][Cl:30])[C:24]([OH:32])=[C:23]2[C:18]=1[CH:19]=[CH:20][C:21]([CH3:33])=[N:22]2)=O.[OH2:34]>C(O)(=O)C>[Cl:30][CH2:29][C:28]([NH:27][C:25]1[C:24](=[O:32])[C:23]2[N:22]=[C:21]([CH3:33])[CH:20]=[CH:19][C:18]=2[C:17](=[O:34])[CH:26]=1)=[O:31] |f:0.1.2|. Reported procedure: This compound was prepared by the oxidation of the corresponding acylamido with potassium dichromate in glacial acetic acid. In a 500 ml. round-bottom flask equipped with a magnetic bar, 5,7-bis (chloroacetamido)-8-hydroxy-2-methylquinoline (32) (prepared as described in Example 32) (3.42 g., 0.01 mol) was suspended in 122 ml. of glacial acetic acid. A solution of potassium dichromate (8.8 g., 0.03 mol) in 115 ml. of water was added and the resulting dark solution was stirred at room temperature... Reactants: N=C(CC1=CC(=NC=C1)N1CCN(CC1)C(=O)OCC1=CC=CC=C1)OC (benzyl 4-(4-(2-imino-2-methoxyethyl)pyridin-2-yl)piperazine-1-carboxylate), TEA, CNNC(=O)C1=NC(=NO1)C1=CC=C(C=C1)OC(F)(F)F (N′-methyl-3-(4-(trifluoromethoxy)phenyl)-1,2,4-oxadiazole-5-carbohydrazide). The solvent is CO (MeOH). Conditions: temperature 80 celsius, time 3 hour. Yields the product CN1N=C(N=C1CC1=CC(=NC=C1)N1CCN(CC1)C(=O)OCC1=CC=CC=C1)C1=NC(=NO1)C1=CC=C(C=C1)OC(F)(F)F (benzyl 4-(4-((2-methyl-5-(3-(4-(trifluoromethoxy)phenyl)-1,2,4-oxadiazol-5-yl)-2H-1,2,4-triazol-3-yl)methyl)pyridin-2-yl)piperazine-1-carboxylate). Yield: 30.1%. RXN SMILES: [NH:1]=[C:2](OC)[CH2:3][C:4]1[CH:9]=[CH:8][N:7]=[C:6]([N:10]2[CH2:15][CH2:14][N:13]([C:16]([O:18][CH2:19][C:20]3[CH:25]=[CH:24][CH:23]=[CH:22][CH:21]=3)=[O:17])[CH2:12][CH2:11]2)[CH:5]=1.[CH3:28][NH:29][NH:30][C:31]([C:33]1[O:37][N:36]=[C:35]([C:38]2[CH:43]=[CH:42][C:41]([O:44][C:45]([F:48])([F:47])[F:46])=[CH:40][CH:39]=2)[N:34]=1)=O>CO>[CH3:28][N:29]1[C:2]([CH2:3][C:4]2[CH:9]=[CH:8][N:7]=[C:6]([N:10]3[CH2:11][CH2:12][N:13]([C:16]([O:18][CH2:19][C:20]4[CH:21]=[CH:22][CH:23]=[CH:24][CH:25]=4)=[O:17])[CH2:14][CH2:15]3)[CH:5]=2)=[N:1][C:31]([C:33]2[O:37][N:36]=[C:35]([C:38]3[CH:39]=[CH:40][C:41]([O:44][C:45]([F:48])([F:46])[F:47])=[CH:42][CH:43]=3)[N:34]=2)=[N:30]1. Reported procedure: To a solution of benzyl 4-(4-(2-imino-2-methoxyethyl)pyridin-2-yl)piperazine-1-carboxylate (500 mg, 1.5 mmol) and TEA (1 mL, 7.5 mmol) in dry MeOH (5 mL), N′-methyl-3-(4-(trifluoromethoxy)phenyl)-1,2,4-oxadiazole-5-carbohydrazide (450 mg, 1.5 mmol) was added slowly at 0° C. The mixture was stirred at 80° C. for 3 h, and then concentrated to give the crude product, which was purified by reverse phase chromatography (Mobile phase: MeCN/H2O containing 0.01% TFA, 50%˜60%) to afford benzyl 4-(4-((2-m... As a reaction SMILES: [CH:1]([NH2:4])([CH3:3])[CH3:2].C(N(CC)C(C)C)(C)C.[Cl:14][C:15]1[N:20]=[C:19](Cl)[C:18]([N+:22]([O-:24])=[O:23])=[C:17]([O:25][CH3:26])[N:16]=1>ClCCl>[Cl:14][C:15]1[N:20]=[C:19]([NH:4][CH:1]([CH3:3])[CH3:2])[C:18]([N+:22]([O-:24])=[O:23])=[C:17]([O:25][CH3:26])[N:16]=1. The product is ClC1=NC(=C(C(=N1)NC(C)C)[N+](=O)[O-])OC (2-chloro-4-isopropylamino-5-nitro-6-methoxypyrimidine). The solvent is ClCCl (dichloromethane), ClCCl (dichloromethane). Procedure: Isopropylamine (4.5 ml) and N,N-diisopropylethylamine (13.2 ml) were dissolved into 150 ml dichloromethane. The mixture was added dropwise to a solution of 2,4-dichloro-5-nitro-6-methoxypyrimidine (11.5 g) in dichloromethane (30 ml) at 0° C. After the completion of the dropwise addition, the mixture was kept at the same temperature to react for 45 min. Purification was conducted by a column chromatography to obtain a yellow solid (10.9 g) in a yield of 86.1%. 1H NMR (400 MHz, CDCl3): δ 8.25 (s, ... Yield: 86.1%. Starting materials: C(C)(C)N (Isopropylamine), C(C)(C)N(C(C)C)CC (N,N-diisopropylethylamine), ClC1=NC(=C(C(=N1)Cl)[N+](=O)[O-])OC (2,4-dichloro-5-nitro-6-methoxypyrimidine).